From a dataset of the Open Reaction Database (ORD), a public repository of structured organic reaction records. describe an organic reaction: reactants, conditions, products, and yield Reactants: O=C([O-])[O-], Cn1cnnc1S, Clc1ccnc2ccc(Br)cc12, [K+], [K+], CN(C)C=O. Yields the product Cn1cnnc1Sc1ccnc2ccc(Br)cc12. RXN SMILES: [C:20](=[O:21])([O-:22])[O-:23].[CH3:13][n:14]1[c:15]([SH:19])[n:16][n:17][cH:18]1.[Cl:1][c:2]1[cH:3][cH:4][n:5][c:6]2[cH:7][cH:8][c:9]([Br:12])[cH:10][c:11]12.[K+:24].[K+:25].[O:26]=[CH:27][N:28]([CH3:29])[CH3:30]>>[c:2]1([S:19][c:15]2[n:14]([CH3:13])[cH:18][n:17][n:16]2)[cH:3][cH:4][n:5][c:6]2[cH:7][cH:8][c:9]([Br:12])[cH:10][c:11]12. The reactants are C(=O)([O-])[O-].[Cs+].[Cs+] (Cs2CO3), C(C1=CC=CC=C1)O (benzyl alcohol), N1=CC=CC2=CC=C3C=CC=NC3=C12 (1,10-phenanthroline), C(C)(C)(C)OC(CCN1CC(SCC1)C1=CC=C(C=C1)I)=O (3-[2-(4-iodo-phenyl)-thiomorpholin-4-yl]-propionic acid tert-butyl ester). The reagents and catalysts are [Cu]I (CuI). Solvent: O (water), CCOC(=O)C (EtOAc), C1(=CC=CC=C1)C (toluene), C1(=CC=CC=C1)C (toluene). Reaction conditions: temperature 100 celsius. Yields the product C(C)(C)(C)OC(CCN1CC(SCC1)C1=CC=C(C=C1)OCC1=CC=CC=C1)=O (3-[2-(4-benzyloxy-phenyl)-thiomorpholin-4-yl]-propionic acid tert-butyl ester). Isolated yield 88.1%. Reaction SMILES: N1C2C(=CC=C3C=2N=CC=C3)C=CC=1.C([O-])([O-])=O.[Cs+].[Cs+].[C:21]([O:25][C:26](=[O:42])[CH2:27][CH2:28][N:29]1[CH2:34][CH2:33][S:32][CH:31]([C:35]2[CH:40]=[CH:39][C:38](I)=[CH:37][CH:36]=2)[CH2:30]1)([CH3:24])([CH3:23])[CH3:22].[CH2:43]([OH:50])[C:44]1[CH:49]=[CH:48][CH:47]=[CH:46][CH:45]=1>C1(C)C=CC=CC=1.[Cu]I.O.CCOC(C)=O>[C:21]([O:25][C:26](=[O:42])[CH2:27][CH2:28][N:29]1[CH2:34][CH2:33][S:32][CH:31]([C:35]2[CH:40]=[CH:39][C:38]([O:50][CH2:43][C:44]3[CH:49]=[CH:48][CH:47]=[CH:46][CH:45]=3)=[CH:37][CH:36]=2)[CH2:30]1)([CH3:24])([CH3:23])[CH3:22] |f:1.2.3|. Procedure: (All solutions were degassed) To a suspension of 1,10-phenanthroline (183.0 mg; 1.02 mmol) in toluene (15 mL) was added CuI (96.7 mg; 0.51 mmol), Cs2CO3 (3.31 g; 10.15 mmol), and a solution of 3-[2-(4-iodo-phenyl)-thiomorpholin-4-yl]-propionic acid tert-butyl ester (2.20 g; 5.08 mmol) and benzyl alcohol (1.05 mL; 10.15 mmol) in toluene (20 mL). The resulting mixture was heated for three days at 100° C. After cooling to RT EtOAc and water were added. The layers were separated and the organic laye... Reactants: C1(CC1)N1C=C(C(C2=CC(=C(C(=C12)C(F)(F)F)F)F)=O)C(=O)O (1-cyclopropyl-6,7-difluoro-8-trifluoromethyl-1,4-dihydro-4-oxoquinoline-3-carboxylic acid), N1=C(N=CC=C1)N1CCNCC1 (1-(2-pyrimidinyl)piperazine). Solvent: N1=CC=CC=C1 (pyridine). Conditions: temperature 105 celsius, time 3 hour. Yields the product C1(CC1)N1C=C(C(C2=CC(=C(C(=C12)C(F)(F)F)N1CCN(CC1)C1=NC=CC=N1)F)=O)C(=O)O (1-cyclopropyl-6-fluoro-8-trifluoromethyl-1,4-dihydro-4-oxo-7-[4-(2-pyrimidinyl)piperazin-1-yl]quinoline-3-carboxylic acid). Yield: 47.5%. RXN SMILES: [CH:1]1([N:4]2[C:13]3[C:8](=[CH:9][C:10]([F:19])=[C:11](F)[C:12]=3[C:14]([F:17])([F:16])[F:15])[C:7](=[O:20])[C:6]([C:21]([OH:23])=[O:22])=[CH:5]2)[CH2:3][CH2:2]1.[N:24]1[CH:29]=[CH:28][CH:27]=[N:26][C:25]=1[N:30]1[CH2:35][CH2:34][NH:33][CH2:32][CH2:31]1>N1C=CC=CC=1>[CH:1]1([N:4]2[C:13]3[C:8](=[CH:9][C:10]([F:19])=[C:11]([N:33]4[CH2:34][CH2:35][N:30]([C:25]5[N:24]=[CH:29][CH:28]=[CH:27][N:26]=5)[CH2:31][CH2:32]4)[C:12]=3[C:14]([F:16])([F:15])[F:17])[C:7](=[O:20])[C:6]([C:21]([OH:23])=[O:22])=[CH:5]2)[CH2:2][CH2:3]1. Reported procedure: In 20 ml of pyridine were dissolved 1.0 g (0.003 mole) of 1-cyclopropyl-6,7-difluoro-8-trifluoromethyl-1,4-dihydro-4-oxoquinoline-3-carboxylic acid and 1.23 g (0.0075 mole) of 1-(2-pyrimidinyl)piperazine, and the mixture was stirred at 105° C. for 3 hours. Then, the solvent was removed by evaporation under reduced pressure, and the residue was applied to silica gel column chromatography (eluent; a chloroform:methanol=9.5:0.5 mixed solution) to obtain 0.68 g of 1-cyclopropyl-6-fluoro-8-trifluorom... The reactants are O=C(O)Cc1ccc(O)c(F)c1, NCC1CCN(Cc2ccc(Cl)c(Cl)c2)C1, NCC1CCN(Cc2cccc(Cl)c2Cl)C1. The product is O=C(Cc1ccc(O)c(F)c1)NCC1CCN(Cc2cccc(Cl)c2Cl)C1. RXN SMILES: [F:1][c:2]1[cH:3][c:4]([CH2:9][C:10](=[O:11])[OH:12])[cH:5][cH:6][c:7]1[OH:8].[NH2:13][CH2:14][CH:15]1[CH2:16][CH2:17][N:18]([CH2:19][c:20]2[cH:21][cH:22][c:23]([Cl:24])[c:25]([Cl:26])[cH:27]2)[CH2:28]1.[NH2:29][CH2:30][CH:31]1[CH2:32][N:33]([CH2:36][c:37]2[c:38]([Cl:44])[c:39]([Cl:43])[cH:40][cH:41][cH:42]2)[CH2:34][CH2:35]1>>[F:1][c:2]1[cH:3][c:4]([CH2:9][C:10](=[O:12])[NH:29][CH2:30][CH:31]2[CH2:32][N:33]([CH2:36][c:37]3[c:38]([Cl:44])[c:39]([Cl:43])[cH:40][cH:41][cH:42]3)[CH2:34][CH2:35]2)[cH:5][cH:6][c:7]1[OH:8]. Reactants: ClC=1N=C2C(=C(C=NC2=CC1)C(=O)C1CC1)N[C@@H]1CC[C@H](CC1)CN(C)C ((6-chloro-4-{trans-4-[(dimethylamino)methyl]-cyclohexyl amino}-1,5-naphthyridin-3-yl)(cyclopropyl)methanone), ClC1=C(C(=CC(=C1)B1OC(C(O1)(C)C)(C)C)F)O (2-chloro-6-fluoro-4-(4,4,5,5-tetramethyl-1,3,2-dioxaborolan-2-yl)phenol), C1(=C(C(=C(C(=C1F)F)F)N)F)N.Cl.Cl (dihydrochloride). The product is Cl.Cl.ClC=1C=C(C=C(C1O)F)C=1N=C2C(=C(C=NC2=CC1)C(=O)C1CC1)N[C@@H]1CC[C@H](CC1)CN(C)C ((6-(3-Chloro-5-fluoro-4-hydroxyphenyl)-4-{trans-4-[(dimethylamino)methyl]cyclohexyl-amino}-1,5-naphthyridin-3-yl)(cyclopropyl)methanone dihydrochloride). Yield: 82.4%. As a reaction SMILES: [Cl:1][C:2]1[N:3]=[C:4]2[C:9](=[CH:10][CH:11]=1)[N:8]=[CH:7][C:6]([C:12]([CH:14]1[CH2:16][CH2:15]1)=[O:13])=[C:5]2[NH:17][C@H:18]1[CH2:23][CH2:22][C@H:21]([CH2:24][N:25]([CH3:27])[CH3:26])[CH2:20][CH2:19]1.[Cl:28][C:29]1[CH:34]=[C:33](B2OC(C)(C)C(C)(C)O2)[CH:32]=[C:31]([F:44])[C:30]=1[OH:45].C1(N)C(F)=C(F)C(F)=C(N)C=1F.Cl.Cl>>[ClH:1].[ClH:28].[Cl:28][C:29]1[CH:34]=[C:33]([C:2]2[N:3]=[C:4]3[C:9](=[CH:10][CH:11]=2)[N:8]=[CH:7][C:6]([C:12]([CH:14]2[CH2:16][CH2:15]2)=[O:13])=[C:5]3[NH:17][C@H:18]2[CH2:23][CH2:22][C@H:21]([CH2:24][N:25]([CH3:27])[CH3:26])[CH2:20][CH2:19]2)[CH:32]=[C:31]([F:44])[C:30]=1[OH:45] |f:2.3.4,5.6.7|. Procedure details: Following general procedure II, (6-chloro-4-{trans-4-[(dimethylamino)methyl]-cyclohexyl amino}-1,5-naphthyridin-3-yl)(cyclopropyl)methanone (60 mg, 0.16 mmol) was reacted with 2-chloro-6-fluoro-4-(4,4,5,5-tetramethyl-1,3,2-dioxaborolan-2-yl)phenol (61 mg, 0.23 mmol) followed by formation of the dihydrochloride salt to afford the desired product (54 mg, 61%) as a light yellow solid: 1H NMR (500 MHz, CD3OD) δ 9.41 (s, 1H), 8.45 (d, J=8.9 Hz, 1H), 8.34 (d, J=8.9 Hz, 1H), 8.02 (t, J=1.9 Hz, 1H), 7.8...